Dataset: the Open Reaction Database (ORD), a public repository of structured organic reaction records. Task: describe an organic reaction: reactants, conditions, products, and yield Starting materials: O=C1C(=C(OC1)NC1=CC=C(C=C1)OCCC)C(=O)OCC (ethyl 4-oxo-2-{[4-(1-propoxy)phenyl]amino}-4,5-dihydrofuran-3-carboxylate), N1C=C(C2=CC=CN=C12)C=O (7-azaindole-3-carboxaldehyde), N1[C@H](C(=O)O)CCC1 (L-proline). Run in C(C)O (ethanol). Yields the product N1C=C(C=2C1=NC=CC2)C=C2C(C(=C(O2)NC2=CC=C(C=C2)OCCC)C(=O)OCC)=O (Ethyl 5-[(1H-pyrrolo[2,3-b]pyridin-3-yl)methylene]-4-oxo-2-{[4-(1-propoxy)phenyl]amino}-4,5-dihydrofuran-3-carboxylate). The yield is 27.7%. RXN SMILES: [O:1]=[C:2]1[CH2:6][O:5][C:4]([NH:7][C:8]2[CH:13]=[CH:12][C:11]([O:14][CH2:15][CH2:16][CH3:17])=[CH:10][CH:9]=2)=[C:3]1[C:18]([O:20][CH2:21][CH3:22])=[O:19].[NH:23]1[C:31]2[C:26](=[CH:27][CH:28]=[CH:29][N:30]=2)[C:25]([CH:32]=O)=[CH:24]1.N1CCC[C@H]1C(O)=O>C(O)C>[NH:23]1[C:31]2=[N:30][CH:29]=[CH:28][CH:27]=[C:26]2[C:25]([CH:32]=[C:6]2[O:5][C:4]([NH:7][C:8]3[CH:9]=[CH:10][C:11]([O:14][CH2:15][CH2:16][CH3:17])=[CH:12][CH:13]=3)=[C:3]([C:18]([O:20][CH2:21][CH3:22])=[O:19])[C:2]2=[O:1])=[CH:24]1. Reported procedure: To a solution of ethyl 4-oxo-2-{[4-(1-propoxy)phenyl]amino}-4,5-dihydrofuran-3-carboxylate (0.15 g, 0.50 mmol) which similarly prepared according to the procedure described in the Example 4, First step and 7-azaindole-3-carboxaldehyde (0.072 g, 0.50 mmol) in ethanol (6.0 mL), L-proline (0.0060 g, 0.05 mmol) was added at ambient temperature. The mixture was refluxed for 16 h. Cooled to ambient temperature, the precipitate was collected by filtration, washed with ethanol then dried to afford the t... As a reaction SMILES: N[C:2]1[CH:3]=[CH:4][C:5]2[N:9]=[C:8]3[CH2:10][CH2:11][CH2:12][N:7]3[C:6]=2[CH:13]=1.N([O-])=O.[Na+].[ClH:18]>O>[Cl:18][C:2]1[CH:3]=[CH:4][C:5]2[N:9]=[C:8]3[CH2:10][CH2:11][CH2:12][N:7]3[C:6]=2[CH:13]=1 |f:1.2|. Run in O (water). The reactants are NC=1C=CC2=C(N3C(=N2)CCC3)C1 (7-amino-2,3-dihydro-1H-pyrrolo [1,2-a]benzimidazole), Cl (hydrochloric acid), N(=O)[O-].[Na+] (sodium nitrite), cuprous chloride, Cl (hydrochloric acid). Product: ClC=1C=CC2=C(N3C(=N2)CCC3)C1 (7-chloro-2,3-dihydro-1H-pyrrolo[1,2-a]benzimidazole). Procedure: A suspension of 17.3 g of 7-amino-2,3-dihydro-1H-pyrrolo [1,2-a]benzimidazole prepared according to W. Reppe, Ann. 596, 209 (1955) in 200 cm3 of 5 N hydrochloric acid is diazotized with a solution of 7.2 g of sodium nitrite in 30 cm3 of water. The obtained solution is added to a solution of 8 g of cuprous chloride in 35 cm3 of concentrated hydrochloric acid at 50°-60°C. After cooling the precipitate is sucked off, washed with water and suspended in water. By adding to this suspension a 25 % aque... The reactants are C(C(=O)Cl)(=O)Cl (oxalyl chloride), FC=1C=C(N)C=CC1F (3,4-difluoroaniline), [N+](=O)([O-])C=1C=C(C(=O)O)C=CC1CC (3-Nitro-4-ethylbenzoic acid), CN(C)C=O (DMF). The product is NC=1C=C(C(=O)NC2=CC(=C(C=C2)F)F)C=CC1CC (3-Amino-4-ethyl-N-(3,4-difluorophenyl)-benzamide). Yield: 89.8%. As a reaction SMILES: C(Cl)(=O)C(Cl)=O.[N+:7]([C:10]1[CH:11]=[C:12]([CH:16]=[CH:17][C:18]=1[CH2:19][CH3:20])[C:13]([OH:15])=O)([O-])=O.CN(C=O)C.[F:26][C:27]1[CH:28]=[C:29]([CH:31]=[CH:32][C:33]=1[F:34])[NH2:30]>>[NH2:7][C:10]1[CH:11]=[C:12]([CH:16]=[CH:17][C:18]=1[CH2:19][CH3:20])[C:13]([NH:30][C:29]1[CH:31]=[CH:32][C:33]([F:34])=[C:27]([F:26])[CH:28]=1)=[O:15]. Reported procedure: Prepared according to the procedure described for Example 1 using oxalyl chloride (2.0 mL, 22.93 mmol), 3-nitro-4-ethylbenzoic acid from Example 17, Step A (3.85 g, 19.74 mmol), DMF (1.0 mL, 12.92 mmol), and 3,4-difluoroaniline (4.0 mL, 40.34 mmol) to afford the product (4.9 g); m.p. 108-110° C. after trituration in hexane. Reactants: C1CCOC1, COC(=O)c1cc(NC(=O)c2cccn2C)cn1C, CS(C)=O, CO, [Li+], [OH-]. Product: Cn1cc(NC(=O)c2cccn2C)cc1C(=O)O. RXN SMILES: [CH2:26]1[O:27][CH2:28][CH2:29][CH2:30]1.[CH3:1][O:2][C:3](=[O:4])[c:5]1[n:6]([CH3:19])[cH:7][c:8]([NH:10][C:11](=[O:12])[c:13]2[n:14]([CH3:18])[cH:15][cH:16][cH:17]2)[cH:9]1.[CH3:22][S:23]([CH3:24])=[O:25].[CH3:31][OH:32].[Li+:21].[OH-:20]>>[O:2]=[C:3]([OH:4])[c:5]1[n:6]([CH3:19])[cH:7][c:8]([NH:10][C:11](=[O:12])[c:13]2[n:14]([CH3:18])[cH:15][cH:16][cH:17]2)[cH:9]1. Isolated yield 31.0%. Reaction SMILES: [C:1]([O:5][CH2:6][CH3:7])(=[O:4])[CH:2]=[O:3].[O:8]1[C:12]2[CH:13]=[CH:14][CH:15]=[CH:16][C:11]=2[CH:10]=[CH:9]1.[O-]S(C(F)(F)F)(=O)=O.C([Yb+2])C.[O-]S(C(F)(F)F)(=O)=O>ClCCl.C1(C)C=CC=CC=1>[O:8]1[C:12]2[CH:13]=[CH:14][CH:15]=[CH:16][C:11]=2[C:10]([CH:2]([OH:3])[C:1]([O:5][CH2:6][CH3:7])=[O:4])=[CH:9]1 |f:2.3.4|. The solvent is C1(=CC=CC=C1)C (toluene), ClCCl (dichloromethane), C1(=CC=CC=C1)C (toluene). Starting materials: C(C=O)(=O)OCC (ethyl glyoxylate), C(C=O)(=O)OCC (Ethyl glyoxylate), O1C=CC2=C1C=CC=C2 (benzofuran), [O-]S(=O)(=O)C(F)(F)F.C(C)[Yb+2].[O-]S(=O)(=O)C(F)(F)F (ethyl ytterbium (III) triflate). Procedure: Ethyl glyoxylate 50% in toluene (3.72 mL, 18.6 mmol) was added to a solution of benzofuran (2.0 g, 16.9 mmol) and ethyl ytterbium (III) triflate (0.53 g, 0.8 mmol) in dichloromethane (15 mL). The reaction mixture was stirred at room temperature for 48 hours with two additions of an equivalent of ethyl glyoxylate 50% in toluene each day. The reaction mixture was concentrated in vacuo. The residue was purified by flash chromatography (cyclohexane/ethyl acetate 95/05 to 80/20) to provide the desire... Yields the product O1C=C(C2=C1C=CC=C2)C(C(=O)OCC)O (ethyl 2-(1-benzofuran-3-yl)-2-hydroxyacetate). Starting materials: OC1=CC=C(C=C1)CC(C)=O (1-(4-hydroxyphenyl)propan-2-one), BrCCCBr (1,3-dibromopropane), C([O-])([O-])=O.[K+].[K+] (potassium carbonate). The solvent is CC(CC)=O (2-butanone). Yields the product BrCCCOC1=CC=C(C=C1)CC(C)=O (1-(4-(3-bromopropoxy)phenyl)propan-2-one). RXN SMILES: [OH:1][C:2]1[CH:7]=[CH:6][C:5]([CH2:8][C:9](=[O:11])[CH3:10])=[CH:4][CH:3]=1.[Br:12][CH2:13][CH2:14][CH2:15]Br.C(=O)([O-])[O-].[K+].[K+]>CC(=O)CC>[Br:12][CH2:13][CH2:14][CH2:15][O:1][C:2]1[CH:3]=[CH:4][C:5]([CH2:8][C:9](=[O:11])[CH3:10])=[CH:6][CH:7]=1 |f:2.3.4|. Procedure details: A mixture of 1-(4-hydroxyphenyl)propan-2-one (1 g, 6.67 mmol), 1,3-dibromopropane (0.74 mL, 7.3 mmol) and potassium carbonate (1.84 g, 13 3 mmol) in 2-butanone (30 mL) was heated to reflux for 16 hours. The reaction mixture was cooled to ambient temperature and partitioned between ethyl acetate and water. The organic phase was separated, and the aqueous phase was extracted with additional ethyl acetate. The organic extracts were combined, washed with brine, dried (MgSO4), filtered and concentrat... Starting materials: C(C1=CC=CC=C1)OC(=O)C=1C=C(C=CC1)NC(NCC(=O)N1[C@@H](CC[C@@H]1CC(C)C)C(=O)OC(C)(C)C)=O (tert-butyl (2S,5R)-1-{2-[3-(3-(benzyloxycarbonyl)phenyl)ureido]acetyl}-5-isobutylpyrrolidine-2-carboxylate). Reagents/catalysts: [Pd] (palladium-on-charcoal). The solvent is C(C)O (ethanol). Product: C(C1=CC=CC=C1)(=O)O (benzoic acid). As a reaction SMILES: C([O:8][C:9]([C:11]1[CH:12]=[C:13](NC(=O)NCC(N2[C@@H](CC(C)C)CC[C@H]2C(OC(C)(C)C)=O)=O)[CH:14]=[CH:15][CH:16]=1)=[O:10])C1C=CC=CC=1>C(O)C.[Pd]>[C:9]([OH:10])(=[O:8])[C:11]1[CH:12]=[CH:13][CH:14]=[CH:15][CH:16]=1. Reported procedure: A The reaction is carried out in a way similar to that described in Example 1 A, but starting from 1.65 g of tert-butyl (2S,5R)-1-{2-[3-(3-(benzyloxycarbonyl)phenyl)ureido]acetyl}-5-isobutylpyrrolidine-2-carboxylate and 0.25 g of 10% palladium-on-charcoal in 50 cm3 of ethanol. After treatment, there is obtained 0.57 g of (2S,5R)-3-3-2-(2-tert-butoxycarbonyl-5-isobutyl-1-pyrrolidinyl)-2-oxoethyl]ureido}benzoic acid, the optical rotation of which is [α]D20 =-36.8° (c=1.0; methanol). Reactants: C(C1=CC=CC=C1)C1(CCC(CC1)=O)N(C)C (4-benzyl-4-dimethylamino-cyclohexanone), C(C1=CC=CC=C1)N (benzylamine), [OH-].[Na+] (sodium hydroxide), C(C)(=O)O[BH-](OC(C)=O)OC(C)=O.[Na+] (sodium triacetoxyborohydride). Solvent: O1CCCC1 (tetrahydrofuran), C(C)(=O)O (acetic acid). Yields the product C(C1=CC=CC=C1)C1(CCC(CC1)NCC1=CC=CC=C1)N(C)C (1,N′-dibenzyl-N,N-dimethyl-cyclohexane-1,4-diamine). As a reaction SMILES: [CH2:1]([C:8]1([N:15]([CH3:17])[CH3:16])[CH2:13][CH2:12][C:11](=O)[CH2:10][CH2:9]1)[C:2]1[CH:7]=[CH:6][CH:5]=[CH:4][CH:3]=1.[CH2:18]([NH2:25])[C:19]1[CH:24]=[CH:23][CH:22]=[CH:21][CH:20]=1.C(O[BH-](OC(=O)C)OC(=O)C)(=O)C.[Na+].[OH-].[Na+]>O1CCCC1.C(O)(=O)C>[CH2:1]([C:8]1([N:15]([CH3:17])[CH3:16])[CH2:13][CH2:12][CH:11]([NH:25][CH2:18][C:19]2[CH:24]=[CH:23][CH:22]=[CH:21][CH:20]=2)[CH2:10][CH2:9]1)[C:2]1[CH:7]=[CH:6][CH:5]=[CH:4][CH:3]=1 |f:2.3,4.5|. Procedure: 2.00 g 4-benzyl-4-dimethylamino-cyclohexanone were dissolved in 30 ml analytical grade tetrahydrofuran, and 926 mg benzylamine followed by 746 μl glacial acetic acid were added, while stirring in an ice-bath. 2.56 g sodium triacetoxyborohydride were then added in portions in the course of 15 minutes and the mixture was subsequently stirred for approx. 65 hours. For working up, 15 ml two molar sodium hydroxide solution were added dropwise (pH>10) and the mixture was extracted three times with 25 ... The reactants are BrCCC1CCCO1, O=C([O-])[O-], CCCCNc1nc(N)c2nc(OC)[nH]c2n1, CN(C)C=O, O=C(O)C(F)(F)F, [K+], [K+], O. Product: CCCCNc1nc(N)c2nc(OC)n(CCC3CCCO3)c2n1. Reaction SMILES: [Br:31][CH2:32][CH2:33][CH:34]1[O:35][CH2:36][CH2:37][CH2:38]1.[C:25](=[O:26])([O-:27])[O-:28].[CH2:8]([CH2:9][CH2:10][CH3:11])[NH:12][c:13]1[n:14][c:15]([NH2:24])[c:16]2[n:17][c:18]([O:22][CH3:23])[nH:19][c:20]2[n:21]1.[CH3:40][N:41]([CH3:42])[CH:43]=[O:44].[F:1][C:2]([F:3])([F:4])[C:5]([OH:6])=[O:7].[K+:29].[K+:30].[OH2:39]>>[CH2:8]([CH2:9][CH2:10][CH3:11])[NH:12][c:13]1[n:14][c:15]([NH2:24])[c:16]2[n:17][c:18]([O:22][CH3:23])[n:19]([CH2:32][CH2:33][CH:34]3[O:35][CH2:36][CH2:37][CH2:38]3)[c:20]2[n:21]1.